This data is from the Open Reaction Database (ORD), a public repository of structured organic reaction records. The task is: describe an organic reaction: reactants, conditions, products, and yield Starting materials: BrC(Br)(Br)Br, ClCCl, COC(=O)c1ccc(OCCc2c(CCCO)n(C(c3ccccc3)c3ccccc3)c3ccc(Cl)cc23)cc1, c1ccc(P(c2ccccc2)c2ccccc2)cc1. Product: COC(=O)c1ccc(OCCc2c(CCCBr)n(C(c3ccccc3)c3ccccc3)c3ccc(Cl)cc23)cc1. Reaction SMILES: [C:60]([Br:61])([Br:62])([Br:63])[Br:64].[CH2:65]([Cl:66])[Cl:67].[CH3:1][O:2][C:3]([c:4]1[cH:5][cH:6][c:7]([O:10][CH2:11][CH2:12][c:13]2[c:14]([CH2:36][CH2:37][CH2:38][OH:39])[n:15]([CH:23]([c:24]3[cH:25][cH:26][cH:27][cH:28][cH:29]3)[c:30]3[cH:31][cH:32][cH:33][cH:34][cH:35]3)[c:16]3[cH:17][cH:18][c:19]([Cl:22])[cH:20][c:21]23)[cH:8][cH:9]1)=[O:40].[c:41]1([P:42]([c:43]2[cH:44][cH:45][cH:46][cH:47][cH:48]2)[c:49]2[cH:50][cH:51][cH:52][cH:53][cH:54]2)[cH:55][cH:56][cH:57][cH:58][cH:59]1>>[CH3:1][O:2][C:3]([c:4]1[cH:5][cH:6][c:7]([O:10][CH2:11][CH2:12][c:13]2[c:14]([CH2:36][CH2:37][CH2:38][Br:61])[n:15]([CH:23]([c:24]3[cH:25][cH:26][cH:27][cH:28][cH:29]3)[c:30]3[cH:31][cH:32][cH:33][cH:34][cH:35]3)[c:16]3[cH:17][cH:18][c:19]([Cl:22])[cH:20][c:21]23)[cH:8][cH:9]1)=[O:40]. Reactants: ClC1=C(C=NC2=CC(=C(C=C12)OCC)OC)C#N (4-chloro-6-ethoxy-7-methoxyquinoline-3-carbonitrile), BrC=1C=C(N)C=CC1 (3-bromoaniline), C(=O)(O)[O-].[Na+] (NaHCO3). Solvent: C(C)O (ethanol). Yields the product BrC=1C=C(C=CC1)NC1=C(C=NC2=CC(=C(C=C12)OCC)OC)C#N (4(3-bromophenylamino)-6-ethoxy-7-methoxyquinoline-3-carbonitrile). The yield is 86.1%. Reaction SMILES: Cl[C:2]1[C:11]2[C:6](=[CH:7][C:8]([O:15][CH3:16])=[C:9]([O:12][CH2:13][CH3:14])[CH:10]=2)[N:5]=[CH:4][C:3]=1[C:17]#[N:18].[Br:19][C:20]1[CH:21]=[C:22]([CH:24]=[CH:25][CH:26]=1)[NH2:23].C([O-])(O)=O.[Na+]>C(O)C>[Br:19][C:20]1[CH:21]=[C:22]([NH:23][C:2]2[C:11]3[C:6](=[CH:7][C:8]([O:15][CH3:16])=[C:9]([O:12][CH2:13][CH3:14])[CH:10]=3)[N:5]=[CH:4][C:3]=2[C:17]#[N:18])[CH:24]=[CH:25][CH:26]=1 |f:2.3|. Procedure details: A mixture of 1.00 g (3.82 mmol) of 4-chloro-6-ethoxy-7-methoxyquinoline-3-carbonitrile and 0.788 g (4.58 mmol) of 3-bromoaniline in 20 mL of ethanol was refluxed under N2 for 7 h. Saturated NaHCO3 was added, volatile material was removed and the residue was azeotroped with ethanol. The crude product was slurried with hexane, filtered, washed with water and dried. Recrystallization from ethanol gave 1.31 g of 4(3-bromophenylamino)-6-ethoxy-7-methoxyquinoline-3-carbonitrile as tan crystals: mass s... Starting materials: [Br-], COc1cc(C[P+](c2ccccc2)(c2ccccc2)c2ccccc2)cc2c1OC(C)(C)C2, CC(C)(C)[O-], CCC(=O)CC, Cl, [K+], C1CCOC1, O. The product is CCC(=Cc1cc2c(c(OC)c1)OC(C)(C)C2)CC. Reaction SMILES: [Br-:1].[CH3:2][O:3][c:4]1[cH:5][c:6]([CH2:15][P+:16]([c:17]2[cH:18][cH:19][cH:20][cH:21][cH:22]2)([c:23]2[cH:24][cH:25][cH:26][cH:27][cH:28]2)[c:29]2[cH:30][cH:31][cH:32][cH:33][cH:34]2)[cH:7][c:8]2[c:12]1[O:11][C:10]([CH3:13])([CH3:14])[CH2:9]2.[CH3:35][C:36]([CH3:37])([O-:38])[CH3:39].[CH3:41][CH2:42][C:43]([CH2:44][CH3:45])=[O:46].[ClH:47].[K+:40].[O:48]1[CH2:49][CH2:50][CH2:51][CH2:52]1.[OH2:53]>>[CH3:2][O:3][c:4]1[cH:5][c:6]([CH:15]=[C:43]([CH2:42][CH3:41])[CH2:44][CH3:45])[cH:7][c:8]2[c:12]1[O:11][C:10]([CH3:13])([CH3:14])[CH2:9]2. As a reaction SMILES: [C:1]([CH2:2][CH3:3])(=[O:4])[c:5]1[cH:6][n:7][c:8]2[c:9]([O:23][CH2:24][CH2:25][S:26][CH3:27])[cH:10][cH:11][cH:12][c:13]2[c:14]1[NH:15][c:16]1[c:17]([CH3:22])[cH:18][cH:19][cH:20][cH:21]1.[CH2:44]([Cl:45])[Cl:46].[Na+:32].[O-:28][C:29]([OH:30])=[O:31].[OH2:47].[OH:33][O:34][C:35]([c:36]1[cH:37][c:38]([Cl:39])[cH:40][cH:41][cH:42]1)=[O:43]>>[C:1]([CH2:2][CH3:3])(=[O:4])[c:5]1[cH:6][n:7][c:8]2[c:9]([O:23][CH2:24][CH2:25][S:26]([CH3:27])=[O:28])[cH:10][cH:11][cH:12][c:13]2[c:14]1[NH:15][c:16]1[c:17]([CH3:22])[cH:18][cH:19][cH:20][cH:21]1. The reactants are CCC(=O)c1cnc2c(OCCSC)cccc2c1Nc1ccccc1C, ClCCl, [Na+], O=C([O-])O, O, O=C(OO)c1cccc(Cl)c1. Yields the product CCC(=O)c1cnc2c(OCCS(C)=O)cccc2c1Nc1ccccc1C. Reactants: C(C)OC1OC2=C(O1)C=CC=C2O (2-Ethoxy-benzo[1,3]dioxol-4-ol), BrCC1=C(C=C(C=C1)OC)OC (4-bromomethyl-1,3-dimethoxybenzene), C([O-])([O-])=O.[K+].[K+] (potassium carbonate), C1COCCOCCOCCOCCOCCO1 (18-crown-6-ether), C1(O)=C(O)C(O)=CC=C1 (pyrogallol). Solvent: CC(=O)C (acetone). Yields the product COC=1C=C(COC2=CC=CC=3OC(OC32)OCC)C=C(C1)OC (4-(3,5-Dimethoxy-benzyloxy)-2-ethoxy-benzo[1,3]dioxole). RXN SMILES: [CH2:1]([O:3][CH:4]1[O:8][C:7]2[CH:9]=[CH:10][CH:11]=[C:12]([OH:13])[C:6]=2[O:5]1)[CH3:2].BrC[C:16]1[CH:21]=[CH:20][C:19]([O:22][CH3:23])=[CH:18][C:17]=1[O:24][CH3:25].[C:26](=O)([O-])[O-].[K+].[K+].C1OCCOCCOCCOCCOCCOC1.C1(C=CC=C(O)C=1O)O>CC(C)=O>[CH3:23][O:22][C:19]1[CH:20]=[C:21]([CH:16]=[C:17]([O:24][CH3:25])[CH:18]=1)[CH2:26][O:13][C:12]1[C:6]2[O:5][CH:4]([O:3][CH2:1][CH3:2])[O:8][C:7]=2[CH:9]=[CH:10][CH:11]=1 |f:2.3.4|. Procedure details: 2-Ethoxy-benzo[1,3]dioxol-4-ol (1.11 g, 6.08 mmol), 4-bromomethyl-1,3-dimethoxybenzene (1.17 g, 5.08 mmol), potassium carbonate (0.77 g, 5.59 mmol) and 18-crown-6-ether (0.13 g, 0.51 mmol) were stirred together at room temperature in acetone (40 cm3, 99%) under nitrogen for 18 hours. The solution was evaporated under reduced pressure, and the residue was taken up in dichloromethane (30 cm3) and water (30 cm3). The aqueous layer was extracted with dichloromethane (3×30 cm3), and the combined extr... Starting materials: O=C(O)c1cc(Br)c(F)c(F)c1F, C1CCOC1, Nc1ccccc1F. Yields the product O=C(O)c1cc(Br)c(F)c(F)c1Nc1ccccc1F. Reaction SMILES: [Br:9][c:10]1[c:11]([F:21])[c:12]([F:20])[c:13]([F:19])[c:14]([C:15](=[O:16])[OH:17])[cH:18]1.[CH2:22]1[O:23][CH2:24][CH2:25][CH2:26]1.[NH2:1][c:2]1[cH:3][cH:4][cH:5][cH:6][c:7]1[F:8]>>[NH:1]([c:2]1[cH:3][cH:4][cH:5][cH:6][c:7]1[F:8])[c:13]1[c:12]([F:20])[c:11]([F:21])[c:10]([Br:9])[cH:18][c:14]1[C:15](=[O:16])[OH:17]. Reactants: ICC(=O)N (2-iodoacetamide), ice water, [H-].[Na+] (Sodium hydride), CC1=C(C(=O)NC=2SC(=CN2)[N+](=O)[O-])C=CC=C1 (2-methyl-N-(5-nitro-2-thiazolyl)benzamide), [H][H] (hydrogen). Solvent: CN(C=O)C (N,N-dimethylformamide). The product is CC1=C(C(=O)N=C2SC(=CN2CC(=O)N)[N+](=O)[O-])C=CC=C1 (2-[(2-methylbenzoyl)imino]-5-nitro-4-thiazoline-3-acetamide). RXN SMILES: [H-].[Na+].[CH3:3][C:4]1[CH:20]=[CH:19][CH:18]=[CH:17][C:5]=1[C:6]([NH:8][C:9]1[S:10][C:11]([N+:14]([O-:16])=[O:15])=[CH:12][N:13]=1)=[O:7].[H][H].I[CH2:24][C:25]([NH2:27])=[O:26]>CN(C)C=O>[CH3:3][C:4]1[CH:20]=[CH:19][CH:18]=[CH:17][C:5]=1[C:6]([N:8]=[C:9]1[N:13]([CH2:24][C:25]([NH2:27])=[O:26])[CH:12]=[C:11]([N+:14]([O-:16])=[O:15])[S:10]1)=[O:7] |f:0.1|. Procedure details: Sodium hydride in mineral oil (2.1 g, 60% w/w) was added in portions to a stirred suspension of 2-methyl-N-(5-nitro-2-thiazolyl)benzamide (10.5 g) in N,N-dimethylformamide (100 ml). When the evolution of hydrogen ceased, 2-iodoacetamide (11.1 g) was added in portions. The mixture was stirred at room temperature for ca 1 hr., then poured into ice-water. Recrystallization of the separated solid from acetic acid afforded 2-[(2-methylbenzoyl)imino]-5-nitro-4-thiazoline-3-acetamide, m.pt 248°-250°.